This data is from the Open Reaction Database (ORD), a public repository of structured organic reaction records. The task is: describe an organic reaction: reactants, conditions, products, and yield The reactants are CCS(=O)(=O)c1cccc([N+](=O)[O-])c1, CO, [H][H]. Yields the product CCS(=O)(=O)c1cccc(N)c1. RXN SMILES: [CH2:1]([CH3:2])[S:3](=[O:4])(=[O:5])[c:6]1[cH:7][c:8]([N+:12]([O-:13])=[O:14])[cH:9][cH:10][cH:11]1.[CH3:17][OH:18].[H:15][H:16]>>[CH2:1]([CH3:2])[S:3](=[O:4])(=[O:5])[c:6]1[cH:7][c:8]([NH2:12])[cH:9][cH:10][cH:11]1.